This data is from the Open Reaction Database (ORD), a public repository of structured organic reaction records. The task is: describe an organic reaction: reactants, conditions, products, and yield The reactants are C1CCOC1, CCOC(C)=O, [K+], [K+], N#CBr, NC(CO)CSc1ccccc1, O=C([O-])[O-], O. The product is NC1=NC(CSc2ccccc2)CO1. Reaction SMILES: [CH2:28]1[O:29][CH2:30][CH2:31][CH2:32]1.[CH3:22][CH2:23][O:24][C:25](=[O:26])[CH3:27].[K+:13].[K+:14].[N:19]#[C:20][Br:21].[NH2:1][CH:2]([CH2:3][OH:4])[CH2:5][S:6][c:7]1[cH:8][cH:9][cH:10][cH:11][cH:12]1.[O-:15][C:16]([O-:17])=[O:18].[OH2:33]>>[N:1]1=[C:20]([NH2:19])[O:4][CH2:3][CH:2]1[CH2:5][S:6][c:7]1[cH:8][cH:9][cH:10][cH:11][cH:12]1.